Dataset: the Open Reaction Database (ORD), a public repository of structured organic reaction records. Task: describe an organic reaction: reactants, conditions, products, and yield Reactants: ClC1=CC=C(C(=O)C=2OC3=C(C2C)C(=C(C=C3Cl)CCC)OC(C3=CC=C(C=C3)Cl)=O)C=C1 (2-(p-chlorobenzoyl)-3-methyl-4-(p-chlorobenzoyloxy)-5-propyl-7-chlorobenzofuran), ice, [Cl-].[Al+3].[Cl-].[Cl-] (aluminium chloride), [H-].[Al+3].[Li+].[H-].[H-].[H-] (lithium aluminium hydride). Run in CCOCC (ether), CCOCC (ether). Reaction conditions: time 10 minute. The product is ClC1=CC=C(CC=2OC3=C(C2C)C(=C(C=C3Cl)CCC)O)C=C1 (2-(p-chlorobenzyl)-3-methyl-4-hydroxy-5-propyl-7-chlorobenzofuran). Yield: 18.7%. RXN SMILES: [Cl-].[Al+3].[Cl-].[Cl-].[H-].[Al+3].[Li+].[H-].[H-].[H-].[Cl:11][C:12]1[CH:43]=[CH:42][C:15]([C:16]([C:18]2[O:19][C:20]3[C:27]([Cl:28])=[CH:26][C:25]([CH2:29][CH2:30][CH3:31])=[C:24]([O:32]C(=O)C4C=CC(Cl)=CC=4)[C:21]=3[C:22]=2[CH3:23])=O)=[CH:14][CH:13]=1>CCOCC>[Cl:11][C:12]1[CH:13]=[CH:14][C:15]([CH2:16][C:18]2[O:19][C:20]3[C:27]([Cl:28])=[CH:26][C:25]([CH2:29][CH2:30][CH3:31])=[C:24]([OH:32])[C:21]=3[C:22]=2[CH3:23])=[CH:42][CH:43]=1 |f:0.1.2.3,4.5.6.7.8.9|. Procedure: To an ice-cold suspension of aluminium chloride (2.1 gm, 16 mmoles) in ether (300 mL) was added slowly lithium aluminium hydride (2.6 gm, 68 mmoles). After stirring for a period of 10 minutes, 2-(p-chlorobenzoyl)-3-methyl-4-(p-chlorobenzoyloxy)-5-propyl-7-chlorobenzofuran (2.3 gm, 4.6 mmoles) in ether (10 mL) was added over a period of 2 minutes. The reaction mixture was stirred at room temperature for 15 minutes. It was cooled with an ice bath and ice was added slowly. When the vigorous reactio... The reactants are BrC=1C=C(C(=NC1)CCCCN)C (4-(5-Bromo-3-methylpyrid-2-yl)-butylamine), CSN1NS(C2=C(C1)C=CC=C2)(=O)=O (3-methylthiobenzothiadiazine-1,1-dioxide). Yields the product BrC=1C=C(C(=NC1)CCCCNN1NS(C2=C(C1)C=CC=C2)(=O)=O)C (3-[4-(5-bromo-3-methylpyrid-2-yl)-butylamino]benzothiadiazine-1,1-dioxide). Reaction SMILES: [Br:1][C:2]1[CH:3]=[C:4]([CH3:13])[C:5]([CH2:8][CH2:9][CH2:10][CH2:11][NH2:12])=[N:6][CH:7]=1.CS[N:16]1[CH2:21][C:20]2[CH:22]=[CH:23][CH:24]=[CH:25][C:19]=2[S:18](=[O:27])(=[O:26])[NH:17]1>>[Br:1][C:2]1[CH:3]=[C:4]([CH3:13])[C:5]([CH2:8][CH2:9][CH2:10][CH2:11][NH:12][N:16]2[CH2:21][C:20]3[CH:22]=[CH:23][CH:24]=[CH:25][C:19]=3[S:18](=[O:26])(=[O:27])[NH:17]2)=[N:6][CH:7]=1. Procedure details: 4-(5-Bromo-3-methylpyrid-2-yl)-butylamine (0.73 g) and 3-methylthiobenzothiadiazine-1,1-dioxide (0.68 g) were fused at 130°-140° C. for 3 hours. The product was crystallised from acetonitrile to yield 3-[4-(5-bromo-3-methylpyrid-2-yl)-butylamino]benzothiadiazine-1,1-dioxide m.p. 187°-8° C. The reactants are COCOc1cc(N)cc(Br)c1, O=C(c1ncc[nH]1)c1ncc[nH]1, ClCCl, CC1(C)CC(=O)OC1=O. Yields the product COCOc1cc(Br)cc(N2C(=O)CC(C)(C)C2=O)c1. As a reaction SMILES: [Br:1][c:2]1[cH:3][c:4]([NH2:12])[cH:5][c:6]([O:8][CH2:9][O:10][CH3:11])[cH:7]1.[C:22]([c:23]1[nH:24][cH:25][cH:26][n:27]1)([c:28]1[nH:29][cH:30][cH:31][n:32]1)=[O:33].[CH2:34]([Cl:35])[Cl:36].[CH3:13][C:14]1([CH3:21])[C:15](=[O:16])[O:17][C:18](=[O:20])[CH2:19]1>>[Br:1][c:2]1[cH:3][c:4]([N:12]2[C:15](=[O:16])[C:14]([CH3:13])([CH3:21])[CH2:19][C:18]2=[O:17])[cH:5][c:6]([O:8][CH2:9][O:10][CH3:11])[cH:7]1. The reactants are CC(C)(C)C(=O)C(Oc1ccc(C(=O)O)cc1)C(=O)Nc1ccc(Cl)cc1Cl, CCN(CC)c1ccc(N)cc1, CCO, Cl, [K+], [K+], [Na+], [OH-], O, O=S(=O)([O-])OOS(=O)(=O)[O-]. Yields the product CCN(CC)c1ccc(N=C(C(=O)Nc2ccc(Cl)cc2Cl)C(=O)C(C)(C)C)cc1. RXN SMILES: [C:1]([c:2]1[cH:3][cH:4][c:5]([O:6][CH:9]([C:10](=[O:11])[NH:12][c:13]2[c:14]([Cl:20])[cH:15][c:16]([Cl:19])[cH:17][cH:18]2)[C:21]([C:22]([CH3:23])([CH3:24])[CH3:25])=[O:26])[cH:7][cH:8]1)([OH:27])=[O:28].[CH2:30]([CH3:31])[N:32]([c:33]1[cH:34][cH:35][c:36]([NH2:39])[cH:37][cH:38]1)[CH2:40][CH3:41].[CH3:56][CH2:57][OH:58].[ClH:29].[K+:52].[K+:53].[Na+:55].[OH-:54].[OH2:59].[S:42]([O:43][O:44][S:45]([O-:46])(=[O:47])=[O:48])([O-:49])(=[O:50])=[O:51]>>[C:9]([C:10](=[O:11])[NH:12][c:13]1[c:14]([Cl:20])[cH:15][c:16]([Cl:19])[cH:17][cH:18]1)([C:21]([C:22]([CH3:23])([CH3:24])[CH3:25])=[O:26])=[N:39][c:36]1[cH:35][cH:34][c:33]([N:32]([CH2:30][CH3:31])[CH2:40][CH3:41])[cH:38][cH:37]1. Reactants: FC1=CC=C(C=C1)C1=CCN(CC1)C1=NC(N(C=N1)CC1=CC=C(C=C1)O)=O (4-[4-(4-fluorophenyl)-5,6-dihydropyridin-1(2H)-yl]-1-(4-hydroxybenzyl)-1,3,5-triazin-2(1H)-one), C([O-])([O-])=O.[Cs+].[Cs+] (cesium carbonate), FC(S(=O)(=O)OCC(F)(F)F)(F)F (2,2,2-trifluoroethyl trifluoromethanesulfonate), resultant mixture. Run in CN(C=O)C (N,N-dimethylformamide). Yields the product FC1=CC=C(C=C1)C1=CCN(CC1)C1=NC(N(C=N1)CC1=CC=C(C=C1)OCC(F)(F)F)=O (4-[4-(4-Fluorophenyl)-5,6-dihydropyridin-1(2H)-yl]-1-[4-(2,2,2-trifluoroethoxy)benzyl]-1,3,5-triazin-2(1H)-one). Yield: 20.3%. RXN SMILES: [F:1][C:2]1[CH:7]=[CH:6][C:5]([C:8]2[CH2:13][CH2:12][N:11]([C:14]3[N:19]=[CH:18][N:17]([CH2:20][C:21]4[CH:26]=[CH:25][C:24]([OH:27])=[CH:23][CH:22]=4)[C:16](=[O:28])[N:15]=3)[CH2:10][CH:9]=2)=[CH:4][CH:3]=1.C(=O)([O-])[O-].[Cs+].[Cs+].FC(F)(F)S(O[CH2:41][C:42]([F:45])([F:44])[F:43])(=O)=O>CN(C)C=O>[F:1][C:2]1[CH:7]=[CH:6][C:5]([C:8]2[CH2:13][CH2:12][N:11]([C:14]3[N:19]=[CH:18][N:17]([CH2:20][C:21]4[CH:22]=[CH:23][C:24]([O:27][CH2:41][C:42]([F:45])([F:44])[F:43])=[CH:25][CH:26]=4)[C:16](=[O:28])[N:15]=3)[CH2:10][CH:9]=2)=[CH:4][CH:3]=1 |f:1.2.3|. Procedure details: To an N,N-dimethylformamide solution of 4-[4-(4-fluorophenyl)-5,6-dihydropyridin-1(2H)-yl]-1-(4-hydroxybenzyl)-1,3,5-triazin-2(1H)-one (10.0 mg, 0.0260 mmol) synthesized in Synthesis Example 483a, cesium carbonate (10.3 mg, 0.0320 mmol) and 2,2,2-trifluoroethyl trifluoromethanesulfonate (4.57 μL, 0.0320 mmol) were added and the resultant mixture was stirred at 70° C. for 2 and a half hours. After the completion of the reaction, the reaction solution was concentrated under reduced pressure and th... Starting materials: CN, CC#N, Cc1nc(Cl)sc1S(N)(=O)=O. Product: CNc1nc(C)c(S(N)(=O)=O)s1. RXN SMILES: [CH3:12][NH2:13].[CH3:14][C:15]#[N:16].[Cl:1][c:2]1[s:3][c:4]([S:8](=[O:9])(=[O:10])[NH2:11])[c:5]([CH3:7])[n:6]1>>[c:2]1([NH:13][CH3:12])[s:3][c:4]([S:8](=[O:9])(=[O:10])[NH2:11])[c:5]([CH3:7])[n:6]1. Starting materials: CC(=O)[O-], CCO, Cl, CS(=O)(=O)NCc1ccc(NN)cc1, [Na+], C1=COCCC1, O. As a reaction SMILES: [CH3:17][C:18](=[O:19])[O-:20].[CH3:28][CH2:29][OH:30].[ClH:1].[NH:2]([NH2:3])[c:4]1[cH:5][cH:6][c:7]([CH2:10][NH:11][S:12](=[O:13])(=[O:14])[CH3:15])[cH:8][cH:9]1.[Na+:16].[O:21]1[CH2:22][CH2:23][CH2:24][CH:25]=[CH:26]1.[OH2:27]>>[NH:2]([N:3]=[CH:26][CH2:25][CH2:24][CH2:23][CH2:22][OH:21])[c:4]1[cH:5][cH:6][c:7]([CH2:10][NH:11][S:12](=[O:13])(=[O:14])[CH3:15])[cH:8][cH:9]1. The product is CS(=O)(=O)NCc1ccc(NN=CCCCCO)cc1. Reactants: O=C([O-])[O-], Cc1ccc(C(=O)NC2CC2)cc1-n1ccnc(NC2(c3ccccc3O)CC2)c1=O, [Cs+], [F-], [K+], [K+], O=[N+]([O-])c1cccc(S(=O)(=O)OCC2CO2)c1, CN(C)C=O. The product is Cc1ccc(C(=O)NC2CC2)cc1-n1ccnc(NC2(c3ccccc3OCC3CO3)CC2)c1=O. As a reaction SMILES: [C:1](=[O:2])([O-:3])[O-:4].[CH:9]1([NH:12][C:13]([c:14]2[cH:15][c:16](-[n:21]3[c:22](=[O:38])[c:23]([NH:27][C:28]4([c:31]5[c:32]([OH:37])[cH:33][cH:34][cH:35][cH:36]5)[CH2:29][CH2:30]4)[n:24][cH:25][cH:26]3)[c:17]([CH3:20])[cH:18][cH:19]2)=[O:39])[CH2:10][CH2:11]1.[Cs+:8].[F-:7].[K+:5].[K+:6].[N+:40]([c:41]1[cH:42][c:43]([S:44]([O:45][CH2:53][CH:54]2[O:55][CH2:56]2)(=[O:46])=[O:47])[cH:48][cH:49][cH:50]1)([O-:51])=[O:52].[O:57]=[CH:58][N:59]([CH3:60])[CH3:61]>>[CH:9]1([NH:12][C:13]([c:14]2[cH:15][c:16](-[n:21]3[c:22](=[O:38])[c:23]([NH:27][C:28]4([c:31]5[c:32]([O:37][CH2:53][CH:54]6[O:55][CH2:56]6)[cH:33][cH:34][cH:35][cH:36]5)[CH2:29][CH2:30]4)[n:24][cH:25][cH:26]3)[c:17]([CH3:20])[cH:18][cH:19]2)=[O:39])[CH2:10][CH2:11]1. Reactants: [H-].[Al+3].[Li+].[H-].[H-].[H-] (lithium aluminum hydride), C([O-])([O-])=O.[Na+].[Na+] (sodium carbonate), [OH-].[Na+] (sodium hydroxide), FC1=CC=C(C=C1)C1(OCCO1)CCCN(C)CC(=O)N1CCC(CC1)OC1=C(C=CC=C1)F (1-{N-{3-[2-(4-fluorophenyl)-1,3-dioxolan-2-yl]propyl}-N-methylaminoacetyl}-4-(2-fluorophenoxy)piperidine), C(C(=O)[O-])(=O)[O-] (oxalate), C1(=C(C(=C(C(=C1F)F)F)N)F)N.Cl.Cl (dihydrochloride). The solvent is C1CCOC1 (THF), O (water), C1CCOC1 (THF), O (water). The product is Cl.Cl.FC1=CC=C(C=C1)C1(OCCO1)CCCN(C)CCN1CCC(CC1)OC1=C(C=CC=C1)F (1-{2-{N-{3-[(4-Fluorophenyl)-1,3-dioxolan-2-yl]propyl}-N-methylamino}-ethyl}-4-(2-fluorophenoxy)piperidine dihydrochloride). As a reaction SMILES: [H-].[Al+3].[Li+].[H-].[H-].[H-].[F:7][C:8]1[CH:13]=[CH:12][C:11]([C:14]2([CH2:19][CH2:20][CH2:21][N:22]([CH2:24][C:25]([N:27]3[CH2:32][CH2:31][CH:30]([O:33][C:34]4[CH:39]=[CH:38][CH:37]=[CH:36][C:35]=4[F:40])[CH2:29][CH2:28]3)=O)[CH3:23])[O:18][CH2:17][CH2:16][O:15]2)=[CH:10][CH:9]=1.C([O-])(=O)C([O-])=O.[OH-].[Na+].C(=O)([O-])[O-].[Na+].[Na+].C1(N)C(F)=C(F)C(F)=C(N)C=1F.[ClH:67].Cl>C1COCC1.O>[ClH:67].[ClH:67].[F:7][C:8]1[CH:13]=[CH:12][C:11]([C:14]2([CH2:19][CH2:20][CH2:21][N:22]([CH2:24][CH2:25][N:27]3[CH2:28][CH2:29][CH:30]([O:33][C:34]4[CH:39]=[CH:38][CH:37]=[CH:36][C:35]=4[F:40])[CH2:31][CH2:32]3)[CH3:23])[O:15][CH2:16][CH2:17][O:18]2)=[CH:10][CH:9]=1 |f:0.1.2.3.4.5,8.9,10.11.12,13.14.15,18.19.20|. Procedure details: To a stirred suspension of 7.38 g (0.503 mol) of lithium aluminum hydride (50% in oil; washed 3 times with hexanes) in 250 ml of dry THF at 0° was added dropwise a solution of 1-{N-{3-[2-(4-fluorophenyl)-1,3-dioxolan-2-yl]propyl}-N-methylaminoacetyl}-4-(2-fluorophenoxy)piperidine (liberated from 28.6 g, 50.6 mmol, of the oxalate) in 250 ml of THF. The mixture was allowed to warm to room temperature and subsequently heated at reflux for 24 hours under nitrogen. The mixture was allowed to cool to ...